Dataset: the Open Reaction Database (ORD), a public repository of structured organic reaction records. Task: describe an organic reaction: reactants, conditions, products, and yield Starting materials: CCOC(=O)c1cc(Br)cc2cc[nH]c12, CC[SiH](CC)CC, ClCCl, C[Si](C)(C)OS(=O)(=O)C(F)(F)F, O=C1CCCSCC1. Yields the product CCOC(=O)c1cc(Br)cc2c(C3CCCSCC3)c[nH]c12. As a reaction SMILES: [Br:21][c:22]1[cH:23][c:24]2[cH:25][cH:26][nH:27][c:28]2[c:29]([C:31](=[O:32])[O:33][CH2:34][CH3:35])[cH:30]1.[CH2:36]([SiH:37]([CH2:38][CH3:39])[CH2:40][CH3:41])[CH3:42].[Cl:43][CH2:44][Cl:45].[F:9][C:10]([F:11])([F:12])[S:13]([O:14][Si:15]([CH3:16])([CH3:17])[CH3:18])(=[O:19])=[O:20].[S:1]1[CH2:2][CH2:3][C:4](=[O:8])[CH2:5][CH2:6][CH2:7]1>>[S:1]1[CH2:2][CH2:3][CH:4]([c:25]2[c:24]3[cH:23][c:22]([Br:21])[cH:30][c:29]([C:31](=[O:32])[O:33][CH2:34][CH3:35])[c:28]3[nH:27][cH:26]2)[CH2:5][CH2:6][CH2:7]1. The reactants are COC(=O)C1=CC(=NS1)OCC=1C(=NOC1C)C1=NC=C(C=C1)F (3-[3-(5-fluoro-pyridin-2-yl)-5-methyl-isoxazol-4-ylmethoxy]-isothiazole-5-carboxylic acid methyl ester), COC(=O)C1=CC(=NO1)OCC=1C(=NOC1C)C1=NC=CC=C1 (3-(5-methyl-3-pyridin-2-yl-isoxazol-4-ylmethoxy)-isoxazole-5-carboxylic acid methyl ester), C(C)(C)N (isopropyl amine). The product is C(C)(C)NC(=O)C1=CC(=NS1)OCC=1C(=NOC1C)C1=NC=C(C=C1)F (3-[3-(5-Fluoro-pyridin-2-yl)-5-methyl-isoxazol-4-ylmethoxy]-isothiazole-5-carboxylic acid isopropylamide). Yield: 77.0%. As a reaction SMILES: CO[C:3]([C:5]1[S:9][N:8]=[C:7]([O:10][CH2:11][C:12]2[C:13]([C:18]3[CH:23]=[CH:22][C:21]([F:24])=[CH:20][N:19]=3)=[N:14][O:15][C:16]=2[CH3:17])[CH:6]=1)=[O:4].COC(C1ON=C(OC[C:36]2[C:37]([C:42]3C=CC=CN=3)=[N:38]OC=2C)C=1)=O.C(N)(C)C>>[CH:37]([NH:38][C:3]([C:5]1[S:9][N:8]=[C:7]([O:10][CH2:11][C:12]2[C:13]([C:18]3[CH:23]=[CH:22][C:21]([F:24])=[CH:20][N:19]=3)=[N:14][O:15][C:16]=2[CH3:17])[CH:6]=1)=[O:4])([CH3:42])[CH3:36]. Reported procedure: As described for example 14e, 3-[3-(5-fluoro-pyridin-2-yl)-5-methyl-isoxazol-4-ylmethoxy]-isothiazole-5-carboxylic acid methyl ester (120 mg, 0.34 mmol), instead of 3-(5-methyl-3-pyridin-2-yl-isoxazol-4-ylmethoxy)-isoxazole-5-carboxylic acid methyl ester, was converted, using isopropyl amine (24 mg, 0.41 mmol), to the title compound (99 mg, 77%) which was obtained as a white solid after purification by chromatography (silica, heptane:ethyl acetate=4:1 to 1:4). MS: m/e=377.2 [M+H]+. Reactants: C(C1=CC=CC=C1)OC(=O)N1CCC(CC1)CCCCC(C(=O)OCC)O (ethyl 6-(1-benzyloxycarbonyl-4-piperidyl)-2-hydroxyhexanoate), Cl (hydrochloric acid), C(C(=O)Cl)(=O)Cl (oxalyl chloride), C(C)N(C(C)C)CC (diethylisopropylamine). Solvent: C(Cl)Cl (methylene chloride), CS(=O)C (dimethylsulfoxide), C(Cl)Cl (methylene chloride), C(Cl)Cl (methylene chloride). Conditions: temperature -60 celsius, time 10 minute. Yields the product C(C1=CC=CC=C1)OC(=O)N1CCC(CC1)CCCCC(C(=O)OCC)=O (ethyl 6-(1-benzyloxycarbonyl-4-piperidyl)-2-oxohexanoate). Isolated yield 52.3%. As a reaction SMILES: C(Cl)(=O)C(Cl)=O.[CH2:7]([O:14][C:15]([N:17]1[CH2:22][CH2:21][CH:20]([CH2:23][CH2:24][CH2:25][CH2:26][CH:27]([OH:33])[C:28]([O:30][CH2:31][CH3:32])=[O:29])[CH2:19][CH2:18]1)=[O:16])[C:8]1[CH:13]=[CH:12][CH:11]=[CH:10][CH:9]=1.C(N(CC)C(C)C)C.Cl>C(Cl)Cl.CS(C)=O>[CH2:7]([O:14][C:15]([N:17]1[CH2:22][CH2:21][CH:20]([CH2:23][CH2:24][CH2:25][CH2:26][C:27](=[O:33])[C:28]([O:30][CH2:31][CH3:32])=[O:29])[CH2:19][CH2:18]1)=[O:16])[C:8]1[CH:13]=[CH:12][CH:11]=[CH:10][CH:9]=1. Reported procedure: To a solution of 2.3 ml of oxalyl chloride in 40 ml of methylene chloride cooled at -65° C. is added a solution of 4.45 g of dimethylsulfoxide in 20 ml of methylene chloride over a period of 10 minutes, and the mixture is stirred at -60° C. for 10 minutes. To the mixture is added a solution of 5 g of ethyl 6-(1-benzyloxycarbonyl-4-piperidyl)-2-hydroxyhexanoate in 50 ml of methylene chloride over a period of 10 minutes, and the resulting mixture is stirred at -60° C. for 20 minutes. To the mixtur... Starting materials: C(C)OC(=O)C=1C=C2CC(C(NC2=CC1)C1=C(C=CC(=C1)N1CCOCC1)F)(C)C (2-(2-fluoro-5-morpholin-4-yl-phenyl)-3,3-dimethyl-1,2,3,4-tetrahydro-quinoline-6-carboxylic acid ethyl ester), O.[OH-].[Li+] (lithium hydroxide hydrate), O (water), Cl (hydrochloric acid). The solvent is CO (methanol), O1CCCC1 (tetrahydrofuran). Reaction conditions: temperature 60 celsius, time 12 hour. Product: FC1=C(C=C(C=C1)N1CCOCC1)C1NC2=CC=C(C=C2CC1(C)C)C(=O)O (2-(2-fluoro-5-morpholin-4-yl-phenyl)-3,3-dimethyl-1,2,3,4-tetrahydro-quinoline-6-carboxylic acid). The yield is 35.9%. As a reaction SMILES: C([O:3][C:4]([C:6]1[CH:7]=[C:8]2[C:13](=[CH:14][CH:15]=1)[NH:12][CH:11]([C:16]1[CH:21]=[C:20]([N:22]3[CH2:27][CH2:26][O:25][CH2:24][CH2:23]3)[CH:19]=[CH:18][C:17]=1[F:28])[C:10]([CH3:30])([CH3:29])[CH2:9]2)=[O:5])C.O.[OH-].[Li+].O.Cl>CO.O1CCCC1>[F:28][C:17]1[CH:18]=[CH:19][C:20]([N:22]2[CH2:27][CH2:26][O:25][CH2:24][CH2:23]2)=[CH:21][C:16]=1[CH:11]1[C:10]([CH3:29])([CH3:30])[CH2:9][C:8]2[C:13](=[CH:14][CH:15]=[C:6]([C:4]([OH:5])=[O:3])[CH:7]=2)[NH:12]1 |f:1.2.3|. Reported procedure: A mixture of 2-(2-fluoro-5-morpholin-4-yl-phenyl)-3,3-dimethyl-1,2,3,4-tetrahydro-quinoline-6-carboxylic acid ethyl ester (0.12 g, 0.29 mmol), lithium hydroxide hydrate (0.12 g, 0.29 mmol), water (2 mL) in methanol (3 mL) and tetrahydrofuran (10 mL) was stirred at 60° C. for 12 h. The mixture was neutralized with a 3 N aqueous hydrochloric acid solution and extracted with ethyl acetate (2×50 mL), washed with water, dried over anhydrous sodium sulfate and then concentrated in vacuo to afford an o... The product is OC1=CC=CN2C1=NC(=C(C2=O)CCCl)C (9-hydroxy-3-(2-chloroethyl)-2-methyl-4H-pyrido[1,2-a]pyrimidin-4-one). Procedure details: According to the U.S. Pat. No. 5,688,799 (hereinafter referred to as the '799 patent), the compound of formula I is prepared by the reaction of 2-amino-3-hydroxypyridine with 2-acetylbutyrolactone in the presence of p-toluenesulfonic acid in xylene solvent at reflux temperature for overnight using a water separator to yield 9-hydroxy-3-(2-hydroxyethyl)-2-methyl-4H-pyrido[1,2-a]pyrimidin-4-one. The 9-hydroxy-3-(2-hydroxyethyl)-2-methyl-4H-pyrido[1,2-a]pyrimidin-4-one is converted into its hydroch... Run in CN(C=O)C (dimethylformamide). Starting materials: OC1=CC=CN2C1=NC(=C(C2=O)CCO)C (9-hydroxy-3-(2-hydroxyethyl)-2-methyl-4H-pyrido[1,2-a]pyrimidin-4-one), hydrochloride salt, S(=O)(Cl)Cl (thionyl chloride). Reaction SMILES: [OH:1][C:2]1[C:7]2=[N:8][C:9]([CH3:16])=[C:10]([CH2:13][CH2:14]O)[C:11](=[O:12])[N:6]2[CH:5]=[CH:4][CH:3]=1.S(Cl)([Cl:19])=O>CN(C)C=O>[OH:1][C:2]1[C:7]2=[N:8][C:9]([CH3:16])=[C:10]([CH2:13][CH2:14][Cl:19])[C:11](=[O:12])[N:6]2[CH:5]=[CH:4][CH:3]=1.